This data is from the Open Reaction Database (ORD), a public repository of structured organic reaction records. The task is: describe an organic reaction: reactants, conditions, products, and yield Starting materials: CCCCCCC, CCOC(C)=O, C#CCCCCC, Cc1ccc(S(=O)(=O)Oc2cccnc2)cc1. Product: CCCCCC#Cc1cccnc1. RXN SMILES: [CH3:25][CH2:26][CH2:27][CH2:28][CH2:29][CH2:30][CH3:31].[CH3:32][CH2:33][O:34][C:35]([CH3:36])=[O:37].[CH:18]#[C:19][CH2:20][CH2:21][CH2:22][CH2:23][CH3:24].[n:1]1[cH:2][c:3]([O:7][S:8]([c:9]2[cH:10][cH:11][c:12]([CH3:13])[cH:14][cH:15]2)(=[O:16])=[O:17])[cH:4][cH:5][cH:6]1>>[n:1]1[cH:2][c:3]([C:18]#[C:19][CH2:20][CH2:21][CH2:22][CH2:23][CH3:24])[cH:4][cH:5][cH:6]1. Reported procedure: To a mixed solution of 4-hydroxybenzoic acid (1.0 g) in a mixed solution (15 mL) of toluene and THF (toluene:THF=2:1, v/v) was added carbonyldiimidazole (1.29 g), and the mixture was stirred at room temperature for 1 hour. Subsequently, N-hydroxyacetamide (644 mg) was added thereto, and the mixture was further heated at 150° C. for 2 hours under reflux. The reaction solution was allowed to stand for cooling down to room temperature, diluted with ethyl acetate, washed successively with water and ... Isolated yield 10.3%. Run at time 1 hour. Solvent: C1CCOC1 (THF), C1(=CC=CC=C1)C (toluene), C1CCOC1 (THF), C1(=CC=CC=C1)C (toluene), C(C)(=O)OCC (ethyl acetate). RXN SMILES: [OH:1][C:2]1[CH:10]=[CH:9][C:5]([C:6]([OH:8])=O)=[CH:4][CH:3]=1.C([N:18]1[CH:22]=[CH:21]N=C1)(N1C=CN=C1)=O.O[NH:24]C(=O)C>C(OCC)(=O)C.C1COCC1.C1(C)C=CC=CC=1>[CH3:21][C:22]1[N:18]=[C:6]([C:5]2[CH:4]=[CH:3][C:2]([OH:1])=[CH:10][CH:9]=2)[O:8][N:24]=1. Product: CC1=NOC(=N1)C1=CC=C(C=C1)O (4-(3-Methyl-[1,2,4]oxadiazol-5-yl)phenol). Starting materials: OC1=CC=C(C(=O)O)C=C1 (4-hydroxybenzoic acid), C(=O)(N1C=NC=C1)N1C=NC=C1 (carbonyldiimidazole), ONC(C)=O (N-hydroxyacetamide). Reactants: CCOC(=O)OCC, COc1ccc2c(c1)C(=O)CCC2, COc1ccc2c(c1)CC(C(=O)O)CC2, CC(=O)O, [H-], [Na+], C1CCOC1, O. Product: CCOC(=O)C1CCc2ccc(OC)cc2C1=O. RXN SMILES: [CH2:29]([CH3:30])[O:31][C:32]([O:33][CH2:35][CH3:36])=[O:34].[CH3:16][O:17][c:18]1[cH:19][cH:20][c:21]2[c:26]([cH:27]1)[C:25](=[O:28])[CH2:24][CH2:23][CH2:22]2.[CH3:1][O:2][c:3]1[cH:4][c:5]2[c:6]([cH:14][cH:15]1)[CH2:7][CH2:8][CH:9]([C:10]([OH:11])=[O:12])[CH2:13]2.[CH3:45][C:46](=[O:47])[OH:48].[H-:37].[Na+:38].[O:39]1[CH2:40][CH2:41][CH2:42][CH2:43]1.[OH2:44]>>[CH3:16][O:17][c:18]1[cH:19][cH:20][c:21]2[c:26]([cH:27]1)[C:25](=[O:28])[CH:24]([C:32]([O:31][CH2:29][CH3:30])=[O:33])[CH2:23][CH2:22]2. Starting materials: ClC(COC(NC=1N(N=C(C1)C(CO[Si](C1=CC=CC=C1)(C1=CC=CC=C1)C(C)(C)C)(C)C)C1=CC(=CC=C1)OCCOC1OCCCC1)=O)(Cl)Cl ((5-[2-(tert-Butyl-diphenyl-silanyloxy)-1,1-dimethyl-ethyl]-2-{3-[2-(tetrahydro-pyran-2-yloxy)-ethoxy]-phenyl}-2H-pyrazol-3-yl)-carbamic acid 2,2,2-trichloro-ethyl ester), C[C@@H]1N(CCCC1)C1=NN=C2N1C=C(C=C2)O[C@@H]2CC[C@@H](C1=CC=CC=C21)N ((1S,4R)-4-[3-((S)-2-Methyl-piperidin-1-yl)-[1,2,4]triazolo[4,3-a]pyridin-6-yloxy]-1,2,3,4-tetrahydro-naphthalen-1-ylamine), CCN(C(C)C)C(C)C (DIPEA), O1CCOCC1 (1,4-dioxane). Conditions: temperature 70 celsius, time 30 minute. Product: C(=O)O.CN(CCOC=1C=C(C=CC1)N1N=C(C=C1NC(=O)N[C@H]1CC[C@H](C2=CC=CC=C12)OC=1C=CC=2N(C1)C(=NN2)N2[C@H](CCCC2)C)C(CO)(C)C)C (1-[2-[3-(2-Dimethylamino-ethoxy)-phenyl]-5-(2-hydroxy-1,1-dimethyl-ethyl)-2H-pyrazol-3-yl]-3-{(1S,4R)-4-[3-((S)-2-methyl-piperidin-1-yl)-[1,2,4]triazolo[4,3-a]pyridin-6-yloxy]-1,2,3,4-tetrahydro-naphthalen-1-yl}-urea formate salt). Isolated yield 72.0%. RXN SMILES: ClC(Cl)(Cl)C[O:4][C:5](=[O:50])[NH:6][C:7]1[N:8]([C:34]2[CH:39]=[CH:38][CH:37]=[C:36](OCCOC3CCCCO3)[CH:35]=2)[N:9]=[C:10]([C:12]([CH3:33])([CH3:32])[CH2:13][O:14][Si](C(C)(C)C)(C2C=CC=CC=2)C2C=CC=CC=2)[CH:11]=1.[CH3:53][C@H:54]1[CH2:59][CH2:58][CH2:57][CH2:56][N:55]1[C:60]1[N:64]2[CH:65]=[C:66]([O:69][C@H:70]3[C:79]4[C:74](=[CH:75][CH:76]=[CH:77][CH:78]=4)[C@@H:73]([NH2:80])[CH2:72][CH2:71]3)[CH:67]=[CH:68][C:63]2=[N:62][N:61]=1.[CH3:81][CH2:82][N:83]([CH:87](C)C)[CH:84](C)C.[O:90]1CCOCC1>>[CH:5]([OH:50])=[O:4].[CH3:84][N:83]([CH3:87])[CH2:82][CH2:81][O:90][C:36]1[CH:35]=[C:34]([N:8]2[C:7]([NH:6][C:5]([NH:80][C@@H:73]3[C:74]4[C:79](=[CH:78][CH:77]=[CH:76][CH:75]=4)[C@H:70]([O:69][C:66]4[CH:67]=[CH:68][C:63]5[N:64]([C:60]([N:55]6[CH2:56][CH2:57][CH2:58][CH2:59][C@@H:54]6[CH3:53])=[N:61][N:62]=5)[CH:65]=4)[CH2:71][CH2:72]3)=[O:50])=[CH:11][C:10]([C:12]([CH3:32])([CH3:33])[CH2:13][OH:14])=[N:9]2)[CH:39]=[CH:38][CH:37]=1 |f:4.5|. Procedure: A solution of Intermediate 153f (377 mg, 0.48 mmol) in 1,4-dioxane (4.8 mL) was treated with Intermediate 81d (164 mg, 0.43 mmol) and DIPEA (0.095 mL, 0.54 mmol) and the mixture was stirred at 70° C. for 30 mins then at 50° C. for 64 h then at 70° C. for 22 h. The cooled solution was concentrated in vacuo, and the residue was partitioned between DCM and water. The phases were separated and the aqueous layer was extracted with DCM (×2). The combined organic phase was washed with brine, dried (Na2... Reactants: [Li]CCCC, COCC(=O)O[Si](C)(C)C, CN([SiH](C)C)[Si](C)(C)C, C[Si](C)(C)Cl, C1CCOC1. Yields the product COC=C(O[Si](C)(C)C)O[Si](C)(C)C. RXN SMILES: [CH2:10]([Li:11])[CH2:12][CH2:13][CH3:14].[CH3:15][O:16][CH2:17][C:18](=[O:19])[O:20][Si:21]([CH3:22])([CH3:23])[CH3:24].[CH3:1][SiH:2]([CH3:3])[N:8]([Si:4]([CH3:5])([CH3:6])[CH3:7])[CH3:9].[Cl:25][Si:26]([CH3:27])([CH3:28])[CH3:29].[O:30]1[CH2:31][CH2:32][CH2:33][CH2:34]1>>[Si:4]([CH3:5])([CH3:6])([CH3:7])[O:19][C:18](=[CH:17][O:16][CH3:15])[O:20][Si:21]([CH3:22])([CH3:23])[CH3:24].